From a dataset of the Open Reaction Database (ORD), a public repository of structured organic reaction records. describe an organic reaction: reactants, conditions, products, and yield Starting materials: C(C)(C)(C)C1=CC=C(OCC2CN=C(O2)N)C=C1 (5-(4-tert-butyl-phenoxymethyl)-4,5-dihydro-oxazol-2-ylamine), C(C=C)(=O)OCC (ethyl acrylate). The solvent is C(C)O (ethanol). Run at temperature 130 celsius, time 10 minute. Product: C(C)(C)(C)C1=CC=C(OCC2CN3C(=NC(CC3)=O)O2)C=C1 (2-(4-tert-butyl-phenoxymethyl)-2,3,5,6-tetrahydro-oxazolo[3,2-a]pyrimidin-7-one). Yield: 30.7%. Reaction SMILES: [C:1]([C:5]1[CH:18]=[CH:17][C:8]([O:9][CH2:10][CH:11]2[O:15][C:14]([NH2:16])=[N:13][CH2:12]2)=[CH:7][CH:6]=1)([CH3:4])([CH3:3])[CH3:2].[C:19](OCC)(=[O:22])[CH:20]=[CH2:21]>C(O)C>[C:1]([C:5]1[CH:18]=[CH:17][C:8]([O:9][CH2:10][CH:11]2[O:15][C:14]3=[N:16][C:19](=[O:22])[CH2:20][CH2:21][N:13]3[CH2:12]2)=[CH:7][CH:6]=1)([CH3:4])([CH3:2])[CH3:3]. Reported procedure: To a solution of 5-(4-tert-butyl-phenoxymethyl)-4,5-dihydro-oxazol-2-ylamine (520 mg, 2.10 mmol) in ethanol (10 mL) was added ethyl acrylate (273.3 mg, 2.73 mmol). The reaction mixture was heated in a microwave oven at 130° C. for 10 min, then at 140° C. for 10 min, and finally at 150° C. for 30 min. Solvent was removed under vacuum, and the residual solid washed with small amount of EtOH to afford 195 mg of 2-(4-tert-butyl-phenoxymethyl)-2,3,5,6-tetrahydro-oxazolo[3,2-a]pyrimidin-7-one as a whi...